From a dataset of the Open Reaction Database (ORD), a public repository of structured organic reaction records. describe an organic reaction: reactants, conditions, products, and yield The reactants are CC(=O)O, Oc1ccc(Oc2ncc(Cl)cn2)cc1, O, O=[N+]([O-])O. The product is O=[N+]([O-])c1cc(Oc2ncc(Cl)cn2)ccc1O. As a reaction SMILES: [CH3:21][C:22](=[O:23])[OH:24].[Cl:1][c:2]1[cH:3][n:4][c:5]([O:8][c:9]2[cH:10][cH:11][c:12]([OH:15])[cH:13][cH:14]2)[n:6][cH:7]1.[OH2:20].[OH:16][N+:17]([O-:18])=[O:19]>>[Cl:1][c:2]1[cH:3][n:4][c:5]([O:8][c:9]2[cH:10][cH:11][c:12]([OH:15])[c:13]([N+:17](=[O:16])[O-:18])[cH:14]2)[n:6][cH:7]1. The reactants are C1(=CC=CC=C1)NC1=NNC=C1C(=O)N (3-(phenylamino)-1H-pyrazole-4-carboxamide), Intermediate 31-1, C(#N)C=C1CCN(CC1)C(=O)OC(C)(C)C (tert-butyl 4-(cyanomethylidene)piperidine-1-carboxylate), Intermediate 19-1, C1CCC2=NCCCN2CC1 (DBU). Run in C(C)#N (acetonitrile), O (water). Yields the product C(N)(=O)C=1C(=NN(C1)C1(CCN(CC1)C(=O)OC(C)(C)C)CC#N)NC1=CC=CC=C1 (tert-Butyl 4-[4-carbamoyl-3-(phenylamino)-1H-pyrazol-1-yl]-4-(cyanomethyl)piperidine-1-carboxylate). RXN SMILES: [C:1]1([NH:7][C:8]2[C:12]([C:13]([NH2:15])=[O:14])=[CH:11][NH:10][N:9]=2)[CH:6]=[CH:5][CH:4]=[CH:3][CH:2]=1.[C:16]([CH:18]=[C:19]1[CH2:24][CH2:23][N:22]([C:25]([O:27][C:28]([CH3:31])([CH3:30])[CH3:29])=[O:26])[CH2:21][CH2:20]1)#[N:17].C1CCN2C(=NCCC2)CC1>C(#N)C.O>[C:13]([C:12]1[C:8]([NH:7][C:1]2[CH:2]=[CH:3][CH:4]=[CH:5][CH:6]=2)=[N:9][N:10]([C:19]2([CH2:18][C:16]#[N:17])[CH2:20][CH2:21][N:22]([C:25]([O:27][C:28]([CH3:29])([CH3:30])[CH3:31])=[O:26])[CH2:23][CH2:24]2)[CH:11]=1)(=[O:14])[NH2:15]. Reported procedure: To a mixture of 3-(phenylamino)-1H-pyrazole-4-carboxamide, Intermediate 31-1, (1.4 g, 6.9 mmol) and tert-butyl 4-(cyanomethylidene)piperidine-1-carboxylate, Intermediate 19-1 (3.1 g, 13.8 mmol) in acetonitrile (23 mL) was added DBU (1.0 mL, 6.9 mmol), and maintained at ambient temperature for 18 hours. The mixture was diluted with water, extracted with EtOAc, and the combined organics were washed with brine, dried over anhydrous MgSO4, and filtered. The filtrate was adsorbed onto silica gel in v...